From a dataset of the Open Reaction Database (ORD), a public repository of structured organic reaction records. describe an organic reaction: reactants, conditions, products, and yield The reactants are FC(C(=O)O)(F)F.C(CCC)OC1=NC(=C2N=C(NC2=N1)OC)N (2-(Butyloxy)-8-(methyloxy)-9H-purin-6-amine trifluoroacetate), aminopropyl. The solvent is CO.ClCCl (methanol dichloromethane). The product is C(CCC)OC1=NC(=C2N=C(NC2=N1)OC)N (2-(Butyloxy)-8-(methyloxy)-9H-purin-6-amine). Yield: 85.2%. Reaction SMILES: FC(F)(F)C(O)=O.[CH2:8]([O:12][C:13]1[N:21]=[C:20]2[C:16]([N:17]=[C:18]([O:22][CH3:23])[NH:19]2)=[C:15]([NH2:24])[N:14]=1)[CH2:9][CH2:10][CH3:11]>CO.ClCCl>[CH2:8]([O:12][C:13]1[N:21]=[C:20]2[C:16]([N:17]=[C:18]([O:22][CH3:23])[NH:19]2)=[C:15]([NH2:24])[N:14]=1)[CH2:9][CH2:10][CH3:11] |f:0.1,2.3|. Procedure details: 2-(Butyloxy)-8-(methyloxy)-9H-purin-6-amine trifluoroacetate (2.4 g, 6.83 mmol) was dissolved in methanol/dichloromethane (1:1, 20 ml) and loaded onto a preconditioned aminopropyl SPE (50 g). The cartridge was eluted with methanol/dichloromethane (1:1, 200 ml) and the solvent concentrated in vacuo to give the title compound as a white solid (1.38 g). Product: O=S(=O)(NCc1ccc(CN(Cc2nc3ccccc3[nH]2)C2CCCc3cccnc32)cc1)c1ccccc1. As a reaction SMILES: [BrH:54].[C:55]([OH:56])(=[O:57])[CH3:58].[CH3:49][CH2:50][O:51][CH2:52][CH3:53].[c:1]1([S:2](=[O:3])(=[O:4])[n:10]2[c:11]([CH2:19][N:20]([CH:21]3[CH2:22][CH2:23][CH2:24][c:25]4[cH:26][cH:27][cH:28][n:29][c:30]43)[CH2:31][c:32]3[cH:33][cH:34][c:35]([CH2:36][NH:37][S:38](=[O:39])(=[O:40])[c:41]4[cH:42][cH:43][cH:44][cH:45][cH:46]4)[cH:47][cH:48]3)[n:12][c:13]3[c:14]2[cH:15][cH:16][cH:17][cH:18]3)[cH:5][cH:6][cH:7][cH:8][cH:9]1>>[nH:10]1[c:11]([CH2:19][N:20]([CH:21]2[CH2:22][CH2:23][CH2:24][c:25]3[cH:26][cH:27][cH:28][n:29][c:30]32)[CH2:31][c:32]2[cH:33][cH:34][c:35]([CH2:36][NH:37][S:38](=[O:39])(=[O:40])[c:41]3[cH:42][cH:43][cH:44][cH:45][cH:46]3)[cH:47][cH:48]2)[n:12][c:13]2[c:14]1[cH:15][cH:16][cH:17][cH:18]2. The reactants are Br, CC(=O)O, CCOCC, O=S(=O)(NCc1ccc(CN(Cc2nc3ccccc3n2S(=O)(=O)c2ccccc2)C2CCCc3cccnc32)cc1)c1ccccc1. The reactants are FC1=C(C=CC=C1)OC (2-fluoroanisole), BrBr (bromine). The solvent is C(Cl)(Cl)Cl (chloroform). Product: FC1=C(C=CC(=C1)Br)OC (2-fluoro-4-bromoanisole). Isolated yield 91.3%. RXN SMILES: [F:1][C:2]1[CH:7]=[CH:6][CH:5]=[CH:4][C:3]=1[O:8][CH3:9].[Br:10]Br>C(Cl)(Cl)Cl>[F:1][C:2]1[CH:7]=[C:6]([Br:10])[CH:5]=[CH:4][C:3]=1[O:8][CH3:9]. Procedure: 306 g of 2-fluoroanisole was dissolved in 750 ml of chloroform. To the resulting solution, was added dropwise 389 g of bromine under stirring at room temperature. After the completion of the addition, the reaction mixture was heated under reflux for nine hours and then allowed to cool to room temperature. The mixture was washed with 500 ml of a 5% aqueous solution of sodium hydroxide and then the organic layer was washed with 500 ml portions of water thrice. The organic layer was separated and d... Starting materials: [N-]=[N+]=NC1CCC(Br)C2CCC1N2Cc1ccccc1, [N-]=[N+]=NC1CCC2C(Br)CCC1N2Cc1ccccc1. Yields the product c1ccc(CN2C3CCC4NC3CCC42)cc1. As a reaction SMILES: [N:1](=[N+:3]=[N-:12])[CH:4]1[CH:5]2[CH2:6][CH2:7][CH:8]([CH:9]([Br:2])[CH2:10][CH2:11]1)[N:13]2[CH2:14][c:15]1[cH:16][cH:17][cH:18][cH:19][cH:20]1.[N:21]([CH:22]1[CH2:23][CH2:24][CH:25]2[N:26]([CH2:27][c:28]3[cH:29][cH:30][cH:31][cH:32][cH:33]3)[CH:34]1[CH2:35][CH2:36][CH:37]2[Br:38])=[N+:39]=[N-:40]>>[NH:1]1[CH:4]2[CH:5]3[CH2:6][CH2:7][CH:8]1[CH:9]([CH2:10][CH2:11]2)[N:13]3[CH2:14][c:15]1[cH:16][cH:17][cH:18][cH:19][cH:20]1.